From a dataset of the Open Reaction Database (ORD), a public repository of structured organic reaction records. describe an organic reaction: reactants, conditions, products, and yield The reactants are Cl.COC=1C=C(C=CC1OC)C=1C(C(N(N1)C1CCNCC1)=O)(C)C (5-(3,4-dimethoxyphenyl)-4,4-dimethyl-2-(piperidin-4-yl)-2,4-dihydro-3H-pyrazol-3-one hydrochloride), Cl.COC=1C=C(C=CC1OC)C=1C(C(N(N1)C1CCNCC1)=O)(C)C (5-(3,4-dimethoxyphenyl)-4,4-dimethyl-2-(piperidin-4-yl)-2,4-dihydro-3H-pyrazol-3-one hydrochloride), CC1=C(C2=CC=CC=C2C=C1)C(=O)O (2-methylnaphthalene-1-carboxylic acid). Yields the product COC=1C=C(C=CC1OC)C=1C(C(N(N1)C1CCN(CC1)C(=O)C1=C(C=CC2=CC=CC=C12)C)=O)(C)C (5-(3,4-Dimethoxyphenyl)-4,4-dimethyl-2-{1-[(2-methylnaphthalen-1-yl)carbonyl]piperidin-4-yl}-2,4-dihydro-3H-pyrazol-3-one). Reaction SMILES: Cl.[CH3:2][O:3][C:4]1[CH:5]=[C:6]([C:12]2[C:13]([CH3:25])([CH3:24])[C:14](=[O:23])[N:15]([CH:17]3[CH2:22][CH2:21][NH:20][CH2:19][CH2:18]3)[N:16]=2)[CH:7]=[CH:8][C:9]=1[O:10][CH3:11].[CH3:26][C:27]1[CH:36]=[CH:35][C:34]2[C:29](=[CH:30][CH:31]=[CH:32][CH:33]=2)[C:28]=1[C:37](O)=[O:38]>>[CH3:2][O:3][C:4]1[CH:5]=[C:6]([C:12]2[C:13]([CH3:25])([CH3:24])[C:14](=[O:23])[N:15]([CH:17]3[CH2:22][CH2:21][N:20]([C:37]([C:28]4[C:29]5[C:34](=[CH:33][CH:32]=[CH:31][CH:30]=5)[CH:35]=[CH:36][C:27]=4[CH3:26])=[O:38])[CH2:19][CH2:18]3)[N:16]=2)[CH:7]=[CH:8][C:9]=1[O:10][CH3:11] |f:0.1|. Reported procedure: The title compound is prepared analogously as described for GP2-WU2 using 5-(3,4-dimethoxyphenyl)-4,4-dimethyl-2-(piperidin-4-yl)-2,4-dihydro-3H-pyrazol-3-one (compound B1) and 2-methylnaphthalene-1-carboxylic acid as starting compounds. The crude product is purified by chromatography (amino phase silica gel and DCM) and by crystallization from diethyl ether to yield the title compound. Starting materials: CC(=O)OC(C)=O, C=CCc1cc2ccc(=O)oc2c(OC)c1O, ClC(Cl)Cl, c1ccncc1. Yields the product C=CCc1cc2ccc(=O)oc2c(OC)c1OC(C)=O. As a reaction SMILES: [C:24]([CH3:25])(=[O:26])[O:27][C:28](=[O:29])[CH3:30].[CH2:1]([CH:2]=[CH2:3])[c:4]1[cH:5][c:6]2[cH:7][cH:8][c:9](=[O:17])[o:10][c:11]2[c:12]([O:15][CH3:16])[c:13]1[OH:14].[CH:31]([Cl:32])([Cl:33])[Cl:34].[n:18]1[cH:19][cH:20][cH:21][cH:22][cH:23]1>>[CH2:1]([CH:2]=[CH2:3])[c:4]1[cH:5][c:6]2[cH:7][cH:8][c:9](=[O:17])[o:10][c:11]2[c:12]([O:15][CH3:16])[c:13]1[O:14][C:24]([CH3:25])=[O:26]. Reactants: CP(O)(=O)C(C)OC1=C(C=CC(=C1)OC1=C(C=C(C=C1)C(F)(F)F)Cl)[N+](=O)[O-] (P-methyl-α-[2-nitro-5-(2-chloro-4-trifluoromethylphenoxy)phenoxy]-ethylphosphinic acid), [N+](=[N-])=C (diazomethane). Solvent: CCOCC (ether). Yields the product CP(OC)(=O)C(C)OC1=C(C=CC(=C1)OC1=C(C=C(C=C1)C(F)(F)F)Cl)[N+](=O)[O-] (methyl P-methyl-α-[2-nitro-5-(2-chloro-4-trifluoromethylphenoxy)phenoxy]ethylphosphinate). As a reaction SMILES: [CH3:1][P:2]([CH:5]([O:7][C:8]1[CH:13]=[C:12]([O:14][C:15]2[CH:20]=[CH:19][C:18]([C:21]([F:24])([F:23])[F:22])=[CH:17][C:16]=2[Cl:25])[CH:11]=[CH:10][C:9]=1[N+:26]([O-:28])=[O:27])[CH3:6])(=[O:4])[OH:3].[N+](=[CH2:31])=[N-]>CCOCC>[CH3:1][P:2]([CH:5]([O:7][C:8]1[CH:13]=[C:12]([O:14][C:15]2[CH:20]=[CH:19][C:18]([C:21]([F:22])([F:24])[F:23])=[CH:17][C:16]=2[Cl:25])[CH:11]=[CH:10][C:9]=1[N+:26]([O-:28])=[O:27])[CH3:6])(=[O:3])[O:4][CH3:31]. Reported procedure: The phosphinic acid of Example 20 is reacted with an excess of diazomethane in ether to give methyl P-methyl-α-[2-nitro-5-(2-chloro-4-trifluoromethylphenoxy)phenoxy]ethylphosphinate. The solvent is C(Cl)Cl (DCM), C(Cl)Cl (DCM), C(Cl)Cl (DCM), C(Cl)Cl (DCM), Cl (HCl). Conditions: temperature -78 celsius, time 45 minute. Procedure details: A solution containing 2M oxalyl chloride in DCM (22 mL) in DCM (40 mL) was cooled to −78° C. A solution containing DMSO (3.2 mL, 45 mmol) in DCM (20 mL) was added in a dropwise fashion. After 45 min, alcohol 40 (9.5 g, 29 mmol) in DCM (50 mL) was added in a dropwise fashion. After 45 min, TEA (16 mL, 115 mmol) was added in a dropwise fashion. The reaction mixture was warmed and maintained at 0° C. for 15 min. The solution was diluted with 1M HCl, extracted with DCM, washed with brine, dried over... The yield is 99.4%. The reactants are C(C(=O)Cl)(=O)Cl (oxalyl chloride), CS(=O)C (DMSO), TEA, C(C)(C)(C)OC(=O)N1C(C(CC1)O[Si](C)(C)C(C)(C)C)CO (3-(tert-Butyldimethylsilanyloxy)-2-hydroxymethylpyrrolidine-1-carboxylic acid tert-butyl ester). As a reaction SMILES: C(Cl)(=O)C(Cl)=O.CS(C)=O.[C:11]([O:15][C:16]([N:18]1[CH2:22][CH2:21][CH:20]([O:23][Si:24]([C:27]([CH3:30])([CH3:29])[CH3:28])([CH3:26])[CH3:25])[CH:19]1[CH2:31][OH:32])=[O:17])([CH3:14])([CH3:13])[CH3:12]>C(Cl)Cl.Cl>[C:11]([O:15][C:16]([N:18]1[CH2:22][CH2:21][CH:20]([O:23][Si:24]([C:27]([CH3:30])([CH3:29])[CH3:28])([CH3:26])[CH3:25])[CH:19]1[CH:31]=[O:32])=[O:17])([CH3:14])([CH3:13])[CH3:12]. Product: C(C)(C)(C)OC(=O)N1C(C(CC1)O[Si](C)(C)C(C)(C)C)C=O (3-(tert-Butyldimethylsilanyloxy)-2-formylpyrrolidine-1-carboxylic acid tert-butyl ester). The reactants are C#CC1=CC=C(C=C1)O (poly(p-hydroxystyrene)), C1CCOC1 (THF). The product is C(=C)OCCOC1=CC=C(C=C1)C1CCCCC1 (4-cyclohexylphenoxyethyl vinyl ether). RXN SMILES: [CH:1]#[C:2][C:3]1[CH:8]=[CH:7][C:6]([OH:9])=[CH:5][CH:4]=1.[CH2:10]1[CH2:14][O:13][CH2:12][CH2:11]1>>[CH:12]([O:13][CH2:14][CH2:10][O:9][C:6]1[CH:7]=[CH:8][C:3]([CH:2]2[CH2:4][CH2:3][CH2:2][CH2:1][CH2:1]2)=[CH:4][CH:5]=1)=[CH2:11]. Procedure details: In 80 ml of THF were dissolved 20 g of poly(p-hydroxystyrene), VP-8000 (produced by Nippon Soda Co., Ltd.), and 6.5 g of 4-cyclohexylphenoxyethyl vinyl ether. Thereto, 0.01 g of p-toluenesulfonic acid was added. The resulting mixture underwent reaction for 18 hours at room temperature. The reaction solution was dripped into 5L of distilled water with vigorous stirring, and fine solid particles precipitated out were filtered off and dried. Thus, Polymer (B-32) was obtained. Yields the product Nc1ccc(N2CCOCC2)cn1. Reactants: CO, Cl, O=[N+]([O-])c1ccc(N2CCOCC2)cn1, O, O, Cl[Sn]Cl, NC(=O)c1ccc(-c2cnc(Nc3ccc(-n4cc(-c5ccccn5)nn4)cc3)c3nccn23)cc1. Reaction SMILES: [CH3:57][OH:58].[ClH:59].[N+:37]([O-:38])(=[O:39])[c:40]1[cH:41][cH:42][c:43]([N:46]2[CH2:47][CH2:48][O:49][CH2:50][CH2:51]2)[cH:44][n:45]1.[OH2:52].[OH2:53].[Sn:54]([Cl:55])[Cl:56].[n:1]1[cH:2][cH:3][cH:4][cH:5][c:6]1-[c:7]1[n:8][n:9][n:10](-[c:11]2[cH:12][cH:13][c:14]([NH:15][c:16]3[c:17]4[n:18]([cH:19][cH:20][n:21]4)[c:22](-[c:23]4[cH:24][cH:25][c:26]([C:27]([NH2:28])=[O:29])[cH:30][cH:31]4)[cH:32][n:33]3)[cH:34][cH:35]2)[cH:36]1>>[NH2:37][c:40]1[cH:41][cH:42][c:43]([N:46]2[CH2:47][CH2:48][O:49][CH2:50][CH2:51]2)[cH:44][n:45]1. The reactants are CCOCC, CO, CNC(C)C(O)c1ccccc1, Cl, C1CCC2(CC1)NO2. Product: Cl, CC(C(O)c1ccccc1)N(C)N. Reaction SMILES: [CH3:22][CH2:23][O:24][CH2:25][CH3:26].[CH3:27][OH:28].[CH3:9][NH:10][CH:11]([CH:12]([OH:13])[c:14]1[cH:15][cH:16][cH:17][cH:18][cH:19]1)[CH3:20].[ClH:21].[O:1]1[NH:2][C:3]12[CH2:4][CH2:5][CH2:6][CH2:7][CH2:8]2>>[ClH:21].[NH2:2][N:10]([CH3:9])[CH:11]([CH:12]([OH:13])[c:14]1[cH:15][cH:16][cH:17][cH:18][cH:19]1)[CH3:20]. Procedure: To a solution of MNBA (73.5 mg, 0.21 mmol) and DMAP (51.9 mg, 0.42 mmol) in CH2Cl2/THF (33 mL, 2:1) was added dropwise a solution of acid 8 (129 mg, 0.18 mmol) in CH2Cl2/THF (134.5 mL, 2:1) with 3 drops of DMF over 4 h. After a further 16 h the reaction mixture were concentrated in vacuo. Purification by flash column chromatography on silica (eluent 1:0-98:2-96:4-94:6-92.8 CH2Cl2/MeOH) gave 9 (24.7 mg, 0.035 mmol, 17%) as a white solid: Rf 0.43 CH2Cl2/MeOH (90:10); IR (thin film) 3293 (b), 2963 ... Starting materials: CC1=C(C(=CC=C1)[N+](=O)[O-])C(=O)OC(=O)C2=C(C=CC=C2[N+](=O)[O-])C (MNBA), O[C@@H](CC(=O)O)[C@@H](C(C)C)NC([C@@H](C)NC([C@@H](C(C)C)NC(C[C@@H](\C=C\CCSC(C1=CC=CC=C1)(C1=CC=CC=C1)C1=CC=CC=C1)O)=O)=O)=O ((3S,4R)-3-Hydroxy-4-{(R)-2-[(R)-2-((E)-(S)-3-hydroxy-7-tritylsulfanyl-hept-4-enoylamino)-3-methyl-butyrylamino]-propionylamino}-5-methyl-hexanoic acid). Isolated yield 19.4%. The solvent is C(Cl)Cl.C1CCOC1 (CH2Cl2 THF), C(Cl)Cl.C1CCOC1 (CH2Cl2 THF). As a reaction SMILES: CC1C=CC=C([N+]([O-])=O)C=1C(OC(C1C([N+]([O-])=O)=CC=CC=1C)=O)=O.[OH:26][C@H:27]([C@H:32]([NH:36][C:37](=[O:77])[C@H:38]([NH:40][C:41](=[O:76])[C@H:42]([NH:46][C:47](=[O:75])[CH2:48][C@H:49]([OH:74])/[CH:50]=[CH:51]/[CH2:52][CH2:53][S:54][C:55]([C:68]1[CH:73]=[CH:72][CH:71]=[CH:70][CH:69]=1)([C:62]1[CH:67]=[CH:66][CH:65]=[CH:64][CH:63]=1)[C:56]1[CH:61]=[CH:60][CH:59]=[CH:58][CH:57]=1)[CH:43]([CH3:45])[CH3:44])[CH3:39])[CH:33]([CH3:35])[CH3:34])[CH2:28][C:29]([OH:31])=[O:30]>CN(C1C=CN=CC=1)C.C(Cl)Cl.C1COCC1.CN(C=O)C>[OH:26][C@H:27]1[CH2:28][C:29](=[O:31])[O:30][O:74][C@H:49](/[CH:50]=[CH:51]/[CH2:52][CH2:53][S:54][C:55]([C:56]2[CH:61]=[CH:60][CH:59]=[CH:58][CH:57]=2)([C:68]2[CH:73]=[CH:72][CH:71]=[CH:70][CH:69]=2)[C:62]2[CH:67]=[CH:66][CH:65]=[CH:64][CH:63]=2)[CH2:48][C:47](=[O:75])[NH:46][C@H:42]([CH:43]([CH3:44])[CH3:45])[C:41](=[O:76])[NH:40][C@H:38]([CH3:39])[C:37](=[O:77])[NH:36][C@@H:32]1[CH:33]([CH3:35])[CH3:34] |f:3.4|. The reagents and catalysts are CN(C)C=1C=CN=CC1 (DMAP), CN(C)C=O (DMF). Yields the product O[C@@H]1[C@H](NC([C@H](NC([C@H](NC(C[C@H](OOC(C1)=O)\C=C\CCSC(C1=CC=CC=C1)(C1=CC=CC=C1)C1=CC=CC=C1)=O)C(C)C)=O)C)=O)C(C)C ((3S,7R,10R,13R,14S)-14-Hydroxy-7,13-diisopropyl-10-methyl-3-((E)-4-tritylsulfanyl-but-1-enyl)-1,2-dioxa-6,9,12-triaza-cyclohexadecane-5,8,11,16-tetraone).